This data is from the Open Reaction Database (ORD), a public repository of structured organic reaction records. The task is: describe an organic reaction: reactants, conditions, products, and yield The reactants are C(C)(=O)NC=1C=C(C=C(C1)OCCCCCCCCCCCCCCCCCC)N (3-(acetylamino)-5-(octadecyloxy)benzenamine), BrCC(=O)OCC1=CC=CC=C1 (benzyl bromoacetate), CN(C1=CC=CC2=CC=CC(=C12)N(C)C)C (1,8-bis(dimethylamino)naphthalene), [I-].[Na+] (sodium iodide). Run in CN(C)C=O (DMF). Yields the product C(C1=CC=CC=C1)OC(CN(CC(OCC1=CC=CC=C1)=O)C1=CC(=CC(=C1)OCCCCCCCCCCCCCCCCCC)NC(C)=O)=O (N-[3-(acetylamino)-5-(octadecyloxy)phenyl]-N-[2-oxo-2-(phenylmethoxy)ethyl]glycine benzyl ester). Yield: 16.0%. Reaction SMILES: [C:1]([NH:4][C:5]1[CH:6]=[C:7]([NH2:30])[CH:8]=[C:9]([O:11][CH2:12][CH2:13][CH2:14][CH2:15][CH2:16][CH2:17][CH2:18][CH2:19][CH2:20][CH2:21][CH2:22][CH2:23][CH2:24][CH2:25][CH2:26][CH2:27][CH2:28][CH3:29])[CH:10]=1)(=[O:3])[CH3:2].Br[CH2:32][C:33]([O:35][CH2:36][C:37]1[CH:42]=[CH:41][CH:40]=[CH:39][CH:38]=1)=[O:34].CN(C)[C:45]1[C:54]2[C:49](=[CH:50][CH:51]=[CH:52][C:53]=2N(C)C)C=CC=1.[I-].[Na+]>CN(C=O)C>[CH2:36]([O:35][C:33](=[O:34])[CH2:32][N:30]([C:7]1[CH:8]=[C:9]([O:11][CH2:12][CH2:13][CH2:14][CH2:15][CH2:16][CH2:17][CH2:18][CH2:19][CH2:20][CH2:21][CH2:22][CH2:23][CH2:24][CH2:25][CH2:26][CH2:27][CH2:28][CH3:29])[CH:10]=[C:5]([NH:4][C:1](=[O:3])[CH3:2])[CH:6]=1)[CH2:32][C:33](=[O:34])[O:35][CH2:45][C:54]1[CH:49]=[CH:50][CH:51]=[CH:52][CH:53]=1)[C:37]1[CH:42]=[CH:41][CH:40]=[CH:39][CH:38]=1 |f:3.4|. Procedure: A mixture of 1.1 g (2.63 mmol) of 3-(acetylamino)-5-(octadecyloxy)benzenamine, 4.2 ml (26 mmol) of benzyl bromoacetate, 1.4 g (6.6 mmol) of 1,8-bis(dimethylamino)naphthalene and 0.4 g (2.63 mmol) of sodium iodide in 40 ml of acetronitrile and 5 ml of DMF was stirred at reflux for 48 hours. The solvents were removed at reduced pressure and the residue was purified by HPLC using 35% ethyl acetate-hexane to give 0.3 g (16% yield, mp 89°-90°) of N-[3-(acetylamino)-5-(octadecyloxy)phenyl]-N-[2-oxo-2-... Reactants: O.FC1=C(C=CC=C1F)C=1C=C2C(=NNC2=CC1)C(=O)NCC1CCN(CC1)CC=1OC=C(N1)C(=O)O (2-({4-[({[5-(2,3-Difluorophenyl)-1H-indazol-3-yl]carbonyl}amino)methyl]piperidin-1-yl}methyl)-1,3-oxazole-4-carboxylic acid hydrate), BrC=1C=C2C(=NNC2=CC1)C(=O)NCC1CCN(CC1)CC1=CC=C(O1)C(=O)OCC (Ethyl 5-{[4-({[(5-bromo-1H-indazol-3-yl)carbonyl]amino}methyl) piperidin-1-yl]methyl}furan-2-carboxylate), COC1=C(C=NC=C1)B(O)O ((4-methoxypyridin-3-yl)boronic acid). Conditions: time 15 minute. Product: C(=O)O.COC1=C(C=NC=C1)C=1C=C2C(=NNC2=CC1)C(=O)NCC1CCN(CC1)CC1=CC=C(O1)C(=O)O (5-({4-[({[5-(4-Methoxypyridin-3-yl)-1H-indazol-3-yl]carbonyl}amino)methyl]piperidin-1-yl}methyl)furan-2-carboxylic acid formate). Reaction SMILES: O.FC1C(F)=CC=CC=1C1C=C2C(=CC=1)NN=C2C(NCC1CCN(CC2OC=C([C:35]([OH:37])=[O:36])N=2)CC1)=O.Br[C:39]1[CH:40]=[C:41]2[C:45](=[CH:46][CH:47]=1)[NH:44][N:43]=[C:42]2[C:48]([NH:50][CH2:51][CH:52]1[CH2:57][CH2:56][N:55]([CH2:58][C:59]2[O:63][C:62]([C:64]([O:66]CC)=[O:65])=[CH:61][CH:60]=2)[CH2:54][CH2:53]1)=[O:49].[CH3:69][O:70][C:71]1[CH:76]=[CH:75][N:74]=[CH:73][C:72]=1B(O)O>>[CH:35]([OH:37])=[O:36].[CH3:69][O:70][C:71]1[CH:76]=[CH:75][N:74]=[CH:73][C:72]=1[C:39]1[CH:40]=[C:41]2[C:45](=[CH:46][CH:47]=1)[NH:44][N:43]=[C:42]2[C:48]([NH:50][CH2:51][CH:52]1[CH2:57][CH2:56][N:55]([CH2:58][C:59]2[O:63][C:62]([C:64]([OH:66])=[O:65])=[CH:61][CH:60]=2)[CH2:54][CH2:53]1)=[O:49] |f:0.1,4.5|. Reported procedure: 5-({4-[({[5-(4-Methoxypyridin-3-yl)-1H-indazol-3-yl]carbonyl}amino)methyl]piperidin-1-yl}methyl)furan-2-carboxylic acid formate 21 was prepared, according to the procedure described for compound 12, from compound 15 and (4-methoxypyridin-3-yl)boronic acid and using the following preparative HPLC parameters for the purification: channel A=CH3CN+0.1% formic acid; channel B=H2O+0.1% formic acid: flow=40 ml/min; gradient=2%-40% of eluent A in 15 minutes. Yield: 40 mg, 14%. Starting materials: ClC=1C(=C2N=C(C(=NC2=CC1Cl)OC)OC)C1=CC=NC=C1 (6,7-dichloro-2,3-dimethoxy-5-(4-pyridyl)quinoxaline), Cl (hydrochloric acid). Run in O1CCOCC1 (1,4-dioxane). The product is ClC=1C(=C2NC(C(NC2=CC1Cl)=O)=O)C1=CC=NC=C1 (6,7-Dichloro-5-(4-pyridyl)-2,3(1H,4H)-quinoxalinedione). The yield is 16.9%. As a reaction SMILES: [Cl:1][C:2]1[C:3]([C:17]2[CH:22]=[CH:21][N:20]=[CH:19][CH:18]=2)=[C:4]2[C:9](=[CH:10][C:11]=1[Cl:12])[N:8]=[C:7]([O:13]C)[C:6]([O:15]C)=[N:5]2.Cl>O1CCOCC1>[Cl:1][C:2]1[C:3]([C:17]2[CH:22]=[CH:21][N:20]=[CH:19][CH:18]=2)=[C:4]2[C:9](=[CH:10][C:11]=1[Cl:12])[NH:8][C:7](=[O:13])[C:6](=[O:15])[NH:5]2. Procedure details: A mixture of 6,7-dichloro-2,3-dimethoxy-5-(4-pyridyl)quinoxaline (Preparation 2, 110 mg, 0.327 mmol), 2M aqueous hydrochloric acid solution (1 mL) and 1,4-dioxane (7 ml) was heated under reflux for 2 hours, cooled, and concentrated under reduced pressure. The solid residue was triturated with water, collected by filtration and washed with water and diethyl ether to give the title compound (17 mg, 17%) as a white solid, mp >300° C. The reactants are CO, C=COCCONC(=O)c1sc2c(F)cncc2c1Nc1ccc(I)cc1F, ClCCl. The product is O=C(NOCCO)c1sc2c(F)cncc2c1Nc1ccc(I)cc1F. RXN SMILES: [CH3:29][OH:30].[CH:1](=[CH2:2])[O:3][CH2:4][CH2:5][O:6][NH:7][C:8](=[O:9])[c:10]1[c:11]([NH:20][c:21]2[c:22]([F:28])[cH:23][c:24]([I:27])[cH:25][cH:26]2)[c:12]2[cH:13][n:14][cH:15][c:16]([F:19])[c:17]2[s:18]1.[Cl:31][CH2:32][Cl:33]>>[OH:3][CH2:4][CH2:5][O:6][NH:7][C:8](=[O:9])[c:10]1[c:11]([NH:20][c:21]2[c:22]([F:28])[cH:23][c:24]([I:27])[cH:25][cH:26]2)[c:12]2[cH:13][n:14][cH:15][c:16]([F:19])[c:17]2[s:18]1. Isolated yield 5.3%. The reactants are CN(C(CCOC1=CC=CC2=CC=CC=C12)C1=CC=CC=C1)C (N,N-dimethyl-1-phenyl-3-(1-naphthalenyloxy)propanamine), C(C(O)C(O)C(=O)O)(=O)O ((+)-tartaric acid). As a reaction SMILES: [CH3:1][N:2]([CH3:23])[CH:3]([C:17]1[CH:22]=[CH:21][CH:20]=[CH:19][CH:18]=1)[CH2:4][CH2:5][O:6][C:7]1[C:16]2[C:11](=[CH:12][CH:13]=[CH:14][CH:15]=2)[CH:10]=[CH:9][CH:8]=1.[C:24]([OH:33])(=[O:32])[CH:25]([CH:27]([C:29]([OH:31])=[O:30])[OH:28])[OH:26]>C(O)C.O>[C:29]([CH:27]([CH:25]([C:24]([OH:33])=[O:32])[OH:26])[OH:28])([OH:31])=[O:30].[CH3:23][N:2]([CH3:1])[CH:3]([C:17]1[CH:22]=[CH:21][CH:20]=[CH:19][CH:18]=1)[CH2:4][CH2:5][O:6][C:7]1[C:16]2[C:11](=[CH:12][CH:13]=[CH:14][CH:15]=2)[CH:10]=[CH:9][CH:8]=1 |f:4.5|. The product is C(=O)(O)C(O)C(O)C(=O)O.CN(C(CCOC1=CC=CC2=CC=CC=C12)C1=CC=CC=C1)C ((+)-N,N-Dimethyl-1-phenyl-3-(1-naphthalenyloxy)propanamine (+)-tartrate). Reaction conditions: time 8 hour. The solvent is C(C)O (ethanol), O (water). Procedure details: N,N-dimethyl-1-phenyl-3-(1-naphthalenyloxy)propanamine (32.44 g, 0.106 mol) was dissolved in 75 ml of ethanol and combined with 15.94 g (0.106 mol) of (+)-tartaric acid dissolved in 650 ml of water. The mixture was allowed to stand at room temperature overnight and the precipitated solid was vacuum filtered. The title compound (2.55 g) was isolated in enantiomerically pure form following seven recrystallizations from acetone. mp=94°-96° C. The reactants are S(=O)(=O)([O-])[O-].[Na+].[Na+] (sodium sulfate), [N+](=O)([O-])C1=CC=CC=2C(C=3CC=CCC3C(C12)=O)=O (1-nitro-5,8-dihydroanthraquinone). Yields the product [N+](=O)([O-])C1=CC=CC=2C(C3=CC=CC=C3C(C12)=O)=O (1-nitroanthraquinone). Procedure details: 15 g (58.8 mmol) of 1-nitro-5,8-dihydroanthraquinone and 20.45 g of manganese dioxide are stirred at reflux for 2 hours in 150 ml of methylene chloride. After addition of 15 g of anhydrous sodium sulfate, the mixture is filtered hot and the residue is repeatedly extracted by boiling in methylene chloride. Concentration of the mother liquors by evaporation gives 13.58 g (91%) of crude 1-nitroanthraquinone (melting point: 225°-230° C.), which can be recrystallised from toluene (melting point: 228°... Yield: 91.2%. Reagents/catalysts: [O-2].[O-2].[Mn+4] (manganese dioxide). Run in C(Cl)Cl (methylene chloride). RXN SMILES: [N+:1]([C:4]1[C:17]2[C:16](=[O:18])[C:15]3[CH2:14][CH:13]=[CH:12][CH2:11][C:10]=3[C:9](=[O:19])[C:8]=2[CH:7]=[CH:6][CH:5]=1)([O-:3])=[O:2].S([O-])([O-])(=O)=O.[Na+].[Na+]>C(Cl)Cl.[O-2].[O-2].[Mn+4]>[N+:1]([C:4]1[C:17]2[C:16](=[O:18])[C:15]3[C:10](=[CH:11][CH:12]=[CH:13][CH:14]=3)[C:9](=[O:19])[C:8]=2[CH:7]=[CH:6][CH:5]=1)([O-:3])=[O:2] |f:1.2.3,5.6.7|. Reaction SMILES: [H-].[Al+3].[Li+].[H-].[H-].[H-].[C:7]1([CH2:17][C:18](O)=[O:19])[CH:12]=[CH:11][CH:10]=[CH:9][C:8]=1[CH2:13][C:14](O)=[O:15]>O1CCCC1>[OH:15][CH2:14][CH2:13][C:8]1[CH:9]=[CH:10][CH:11]=[CH:12][C:7]=1[CH2:17][CH2:18][OH:19] |f:0.1.2.3.4.5|. Procedure: Lithium aluminum hydride (0.332 mol) and tetrahydrofuran (THF, 175 mL) are placed in a dry 500-mL three-necked round-bottom flask fitted with a condenser, addition funnel, nitrogen inlet, and magnetic stirrer. The mixture is cooled with an ice bath and 1,2-phenylene diacetic acid (0.165 mol) in THF (100 mL) is added dropwise to the stirring mixture. After the addition is complete, the flask is removed from the ice bath and allowed to warm to room temperature. The reaction mixture is heated at re... Product: OCCC1=C(C=CC=C1)CCO (1,2-di(hydroxyethyl)benzene). Reactants: C1(=C(C=CC=C1)CC(=O)O)CC(=O)O (1,2-phenylene diacetic acid), [H-].[Al+3].[Li+].[H-].[H-].[H-] (Lithium aluminum hydride). Run at time 8 hour. The solvent is O1CCCC1 (THF), O1CCCC1 (tetrahydrofuran). The reactants are ClC1=C(C(=CC=C1)Cl)C1CC(C=2C(=CC=NC2C1)C)=O (7-(2,6-dichlorophenyl)-4-methyl-5,6,7,8-tetrahydroquinolin-5-one), C(=N)(N)NN.Cl (aminoguanidine hydrochloride), Cl (hydrochloric acid). The solvent is C(C)O (ethanol). The product is Cl.ClC1=C(C(=CC=C1)Cl)C1CC(C=2C(=CC=NC2C1)C)=NNC(=N)N (7-(2,6-dichlorophenyl)-5-guanidinoimino-4-methyl-5,6,7,8-tetrahydroquinoline hydrochloride). The yield is 175.1%. Reaction SMILES: [Cl:1][C:2]1[CH:7]=[CH:6][CH:5]=[C:4]([Cl:8])[C:3]=1[CH:9]1[CH2:18][C:17]2[N:16]=[CH:15][CH:14]=[C:13]([CH3:19])[C:12]=2[C:11](=O)[CH2:10]1.[C:21]([NH:24][NH2:25])([NH2:23])=[NH:22].Cl.Cl>C(O)C>[ClH:1].[Cl:1][C:2]1[CH:7]=[CH:6][CH:5]=[C:4]([Cl:8])[C:3]=1[CH:9]1[CH2:18][C:17]2[N:16]=[CH:15][CH:14]=[C:13]([CH3:19])[C:12]=2[C:11](=[N:25][NH:24][C:21]([NH2:23])=[NH:22])[CH2:10]1 |f:1.2,5.6|. Reported procedure: A mixture of 7-(2,6-dichlorophenyl)-4-methyl-5,6,7,8-tetrahydroquinolin-5-one (171 mg), aminoguanidine hydrochloride (67 mg) and concentrated hydrochloric acid (0.1 ml) in ethanol (3 ml) was refluxed for 2 hours. The reaction solution was concentrated under reduced pressure, and precipitated crystals were recrystallized form ethanol to give 7-(2,6-dichlorophenyl)-5-guanidinoimino-4-methyl-5,6,7,8-tetrahydroquinoline hydrochloride (Compound 63) (195 mg) as colorless crystals.